Task: describe an organic reaction: reactants, conditions, products, and yield. Dataset: the Open Reaction Database (ORD), a public repository of structured organic reaction records Reactants: C(C)(C)(C)C1=C(C=CC=C1)[Si](OC[C@@H]1[C@@H]([C@@H]([C@H]([C@H](SC)O1)OCC1=CC=C(C=C1)OC)OCC=C)O)(C1=CC=CC=C1)C1=CC=CC=C1 (methyl 6-O-(t-butyldiphenylphenylsilyl)-2-O-(4-methoxybenzyl)-3-O-allyl-1-thio-β-D-galactopyranoside), C(C)(=O)OC(C)=O (acetic anhydride), N1=CC=CC=C1 (pyridine). Reaction conditions: time 72 hour. The product is [Si](C1=CC=CC=C1)(C1=CC=CC=C1)(C(C)(C)C)OC[C@@H]1[C@@H]([C@@H]([C@H]([C@H](SC)O1)OCC1=CC=C(C=C1)OC)OCC=C)OC(C)=O (Methyl 6-O-(t-butyldiphenylsilyl)-2-O-(4-methoxybenzyl)-3-O-allyl-4-O-acetyl-1-thio-β-D-galactopyranoside). Isolated yield 48.0%. RXN SMILES: C([C:5]1[CH:10]=[CH:9][CH:8]=[CH:7][C:6]=1[Si:11]([C:43]1[CH:48]=CC=C[CH:44]=1)([C:37]1[CH:42]=[CH:41][CH:40]=[CH:39][CH:38]=1)[O:12][CH2:13][C@H:14]1[O:21][C@@H:18]([S:19][CH3:20])[C@H:17]([O:22][CH2:23][C:24]2[CH:29]=[CH:28][C:27]([O:30][CH3:31])=[CH:26][CH:25]=2)[C@@H:16]([O:32][CH2:33][CH:34]=[CH2:35])[C@H:15]1[OH:36])(C)(C)C.[C:49](OC(=O)C)(=[O:51])[CH3:50].N1C=CC=C[CH:57]=1>>[Si:11]([O:12][CH2:13][C@H:14]1[O:21][C@@H:18]([S:19][CH3:20])[C@H:17]([O:22][CH2:23][C:24]2[CH:25]=[CH:26][C:27]([O:30][CH3:31])=[CH:28][CH:29]=2)[C@@H:16]([O:32][CH2:33][CH:34]=[CH2:35])[C@H:15]1[O:36][C:49](=[O:51])[CH3:50])([C:43]([CH3:44])([CH3:57])[CH3:48])([C:37]1[CH:42]=[CH:41][CH:40]=[CH:39][CH:38]=1)[C:6]1[CH:5]=[CH:10][CH:9]=[CH:8][CH:7]=1. Procedure details: To a solution of methyl 6-O-(t-butyldiphenylsilyl)-2-O-(4-methoxybenzyl)-3-O-allyl-1-thio-β-D-galactopyranosidee (30) (1.4 g, 2.3 mmol) in pyridine (30 mL) was added acetic anhydride (20 g, 196 mmol) in one portion. The resulting solution was left to stir at room temperature for 72 h. The reaction contents were then evaporated to dryness and there residue was dissolved in dichloromethane (200 mL). The solution was washed with potassium hydrogen sulphate solution (1 M×2×50 mL) followed by saturat...